This data is from the Open Reaction Database (ORD), a public repository of structured organic reaction records. The task is: describe an organic reaction: reactants, conditions, products, and yield Reaction SMILES: [CH3:1][C:2]([O:3][C:5]([CH3:4])=[O:7])=[O:6].[CH:19]([OH:20])=[O:21].[NH2:8][CH2:9][CH2:10][n:11]1[cH:12][cH:13][n:14]2[n:15][cH:16][cH:17][c:18]12>>[CH:5](=[O:7])[NH:8][CH2:9][CH2:10][n:11]1[cH:12][cH:13][n:14]2[n:15][cH:16][cH:17][c:18]12. Reactants: CC(=O)OC(C)=O, O=CO, NCCn1ccn2nccc12. The product is O=CNCCn1ccn2nccc12. The reactants are C(C)(C)(C)OC(N(C)CCOC1=CC(=CC=C1)C(NC1=CC(=CC=C1)CNC1=NC=NC2=C(C=CC=C12)C(N)=O)=O)=O ([2-(3-{3-[(8-Carbamoyl-quinazolin-4-ylamino)-methyl]-phenylcarbamoyl}-phenoxy)-ethyl]-methyl-carbamic acid tert-butyl ester), Cl (HCl). Solvent: O1CCOCC1 (dioxane), O1CCOCC1 (dioxane). Run at time 8 hour. Yields the product CNCCOC=1C=C(C(=O)NC=2C=C(CNC3=NC=NC4=C(C=CC=C34)C(=O)N)C=CC2)C=CC1 (4-{3-[3-(2-Methylamino-ethoxy)-benzoylamino]-benzylamino}-quinazoline-8-carboxylic acid amide). Reaction SMILES: C(O[C:6](=O)[N:7]([CH2:9][CH2:10][O:11][C:12]1[CH:17]=[CH:16][CH:15]=[C:14]([C:18](=[O:41])[NH:19][C:20]2[CH:25]=[CH:24][CH:23]=[C:22]([CH2:26][NH:27][C:28]3[C:37]4[C:32](=[C:33]([C:38](=[O:40])[NH2:39])[CH:34]=[CH:35][CH:36]=4)[N:31]=[CH:30][N:29]=3)[CH:21]=2)[CH:13]=1)C)(C)(C)C.Cl>O1CCOCC1>[CH3:6][NH:7][CH2:9][CH2:10][O:11][C:12]1[CH:13]=[C:14]([CH:15]=[CH:16][CH:17]=1)[C:18]([NH:19][C:20]1[CH:21]=[C:22]([CH:23]=[CH:24][CH:25]=1)[CH2:26][NH:27][C:28]1[C:37]2[C:32](=[C:33]([C:38]([NH2:39])=[O:40])[CH:34]=[CH:35][CH:36]=2)[N:31]=[CH:30][N:29]=1)=[O:41]. Procedure: 12 mq (0.11 mmol [2-(3-{3-[(8-Carbamoyl-quinazolin-4-ylamino)-methyl]-phenylcarbamoyl}-phenoxy)-ethyl]-methyl-carbamic acid tert-butyl ester were dissolved in 2 ml dioxane and 88 μl 4 N HCl in dioxane were added. The mixture was stirred overnight, filtered and washed with dioxane. Starting materials: CC(C)(C)OC(=O)NCc1ccc(S(N)(=O)=O)o1, ClCCl, O=C(O)C(F)(F)F. Yields the product NCc1ccc(S(N)(=O)=O)o1. RXN SMILES: [C:1]([O:2][C:3](=[O:4])[NH:8][CH2:9][c:10]1[cH:11][cH:12][c:13]([S:15](=[O:16])(=[O:17])[NH2:18])[o:14]1)([CH3:5])([CH3:6])[CH3:7].[Cl:26][CH2:27][Cl:28].[OH:19][C:20]([C:21]([F:22])([F:23])[F:24])=[O:25]>>[NH2:8][CH2:9][c:10]1[cH:11][cH:12][c:13]([S:15](=[O:16])(=[O:17])[NH2:18])[o:14]1.